Task: describe an organic reaction: reactants, conditions, products, and yield. Dataset: the Open Reaction Database (ORD), a public repository of structured organic reaction records Starting materials: O=C(CBr)N1CCCC1, CC#N, CO, N#CCc1ccccn1. The product is [Br-], N#CCc1cccc[n+]1CC(=O)N1CCCC1. As a reaction SMILES: [Br:10][CH2:11][C:12](=[O:13])[N:14]1[CH2:15][CH2:16][CH2:17][CH2:18]1.[CH3:19][C:20]#[N:21].[CH3:22][OH:23].[n:1]1[c:2]([CH2:7][C:8]#[N:9])[cH:3][cH:4][cH:5][cH:6]1>>[Br-:10].[n+:1]1([CH2:11][C:12](=[O:13])[N:14]2[CH2:15][CH2:16][CH2:17][CH2:18]2)[c:2]([CH2:7][C:8]#[N:9])[cH:3][cH:4][cH:5][cH:6]1. Starting materials: CC1(C2=CC=CC(=C2OC=2C(=CC=CC12)P(C1=CC=CC=C1)C1=CC=CC=C1)P(C1=CC=CC=C1)C1=CC=CC=C1)C (9,9-dimethyl-4,5-bis(diphenylphosphino)xanthene), CC(C)([O-])C.[Na+] (sodium tert-butoxide), C(C)(C)(C)OC(=O)N1C[C@H](CC1)NC1=CC(=C(C=C1)F)Cl (3(S)-(3-chloro-4-fluorophenylamino)pyrrolidine-1-carboxylic acid tert-butyl ester), BrC=1C=NC=CC1 (3-bromopyridine). The reagents and catalysts are C(C)(=O)[O-].[Pd+2].C(C)(=O)[O-] (palladium acetate). Run in C1(=CC=CC=C1)C (toluene). Yields the product C(C)(C)(C)OC(=O)N1C[C@H](CC1)N(C=1C=NC=CC1)C1=CC(=C(C=C1)F)Cl (3(S)-[(3-chloro-4-fluorophenyl)pyridin-3-ylamino]pyrrolidine-1-carboxylic acid tert-butyl ester). As a reaction SMILES: [C:1]([O:5][C:6]([N:8]1[CH2:12][CH2:11][C@H:10]([NH:13][C:14]2[CH:19]=[CH:18][C:17]([F:20])=[C:16]([Cl:21])[CH:15]=2)[CH2:9]1)=[O:7])([CH3:4])([CH3:3])[CH3:2].Br[C:23]1[CH:24]=[N:25][CH:26]=[CH:27][CH:28]=1.CC1(C)C2C=CC=C(P(C3C=CC=CC=3)C3C=CC=CC=3)C=2OC2C1=CC=CC=2P(C1C=CC=CC=1)C1C=CC=CC=1.CC(C)([O-])C.[Na+]>C([O-])(=O)C.[Pd+2].C([O-])(=O)C.C1(C)C=CC=CC=1>[C:1]([O:5][C:6]([N:8]1[CH2:12][CH2:11][C@H:10]([N:13]([C:14]2[CH:19]=[CH:18][C:17]([F:20])=[C:16]([Cl:21])[CH:15]=2)[C:23]2[CH:24]=[N:25][CH:26]=[CH:27][CH:28]=2)[CH2:9]1)=[O:7])([CH3:4])([CH3:2])[CH3:3] |f:3.4,5.6.7|. Procedure: To a 10 ml of toluene solution containing 1.0 g of 3(S)-(3-chloro-4-fluorophenylamino)pyrrolidine-1-carboxylic acid tert-butyl ester (3.2 mmol) and 0.75 g of 3-bromopyridine (4.75 mmol) were added 50 mg of 9,9-dimethyl-4,5-bis(diphenylphosphino)xanthene (XANTPHOS, 0.09 mmol), 21.4 mg of palladium acetate (0.10 mmol) and 11.6 g of sodium tert-butoxide (120 mmol). The mixture was heated under reflux under a nitrogen atmosphere for 9 hours. After cooling to room temperature, the reaction solution w...